From a dataset of the Open Reaction Database (ORD), a public repository of structured organic reaction records. describe an organic reaction: reactants, conditions, products, and yield Starting materials: C1OC=2C=C(C=CC2O1)C=C(C(=O)OC)C(C1=CC(=CC=C1)OCCC)=O (Methyl 3-(3,4-methylenedioxyphenyl)-2-[3-(prop-1-yloxy)benzoyl]propenoate). Solvent: FC(C(=O)O)(F)F (trifluoroacetic acid). Run at time 20 minute. The product is COC(=O)C1C(C2=CC=C(C=C2C1=O)OCCC)C1=CC2=C(C=C1)OCO2 (Methyl-(1RS 2SR)-1-(3,4-Methylenedioxyphenyl)-5-(prop-1-yloxy)-3-oxo-indane-2-carboxylate). Isolated yield 868.7%. Reaction SMILES: [CH2:1]1[O:9][C:8]2[CH:7]=[CH:6][C:5]([CH:10]=[C:11]([C:16](=[O:27])[C:17]3[CH:22]=[CH:21][CH:20]=[C:19]([O:23][CH2:24][CH2:25][CH3:26])[CH:18]=3)[C:12]([O:14][CH3:15])=[O:13])=[CH:4][C:3]=2[O:2]1>FC(F)(F)C(O)=O>[CH3:15][O:14][C:12]([CH:11]1[C:16](=[O:27])[C:17]2[C:22](=[CH:21][CH:20]=[C:19]([O:23][CH2:24][CH2:25][CH3:26])[CH:18]=2)[CH:10]1[C:5]1[CH:6]=[CH:7][C:8]2[O:9][CH2:1][O:2][C:3]=2[CH:4]=1)=[O:13]. Reported procedure: Methyl 3-(3,4-methylenedioxyphenyl)-2-[3-(prop-1-yloxy)benzoyl]propenoate (7.4 g, 2.0 mmol) was dissolved in trifluoroacetic acid (50 mL) at 0° C. and the mixture stirred at room temperature for 20 min. The trifluoroacetic acid was removed in vacuo to give the title compound (6.4 g, 87 %) as a white solid after trituration with warm isopropanol m. p. 106°-108° C. Anal. Calc. for C21H20O6 : C, 68.47; H, 5.47. Found: C, 68.12; H, 5.41. The reactants are [OH-].[Na+] (sodium hydroxide), O (water), [H-].[Al+3].[Li+].[H-].[H-].[H-] (Lithium aluminium hydride), FC1=CC=C(C=C1)C(=O)C=1SC=CC1 ((4-fluorophenyl)-(2-thienyl)ketone), O (water). Run in C1CCOC1 (THF). Reaction conditions: time 8 hour. Product: FC1=CC=C(C=C1)C(O)C=1SC=CC1 ((4-fluorophenyl)-(2-thienyl)methanol). Yield: 99.0%. RXN SMILES: [H-].[Al+3].[Li+].[H-].[H-].[H-].[F:7][C:8]1[CH:13]=[CH:12][C:11]([C:14]([C:16]2[S:17][CH:18]=[CH:19][CH:20]=2)=[O:15])=[CH:10][CH:9]=1.O.[OH-].[Na+]>C1COCC1>[F:7][C:8]1[CH:13]=[CH:12][C:11]([CH:14]([C:16]2[S:17][CH:18]=[CH:19][CH:20]=2)[OH:15])=[CH:10][CH:9]=1 |f:0.1.2.3.4.5,8.9|. Procedure: Lithium aluminium hydride (3.68 g, 97 mmol) was added portionwise to a stirred solution of (4-fluorophenyl)-(2-thienyl)ketone (10.0 g, 48.5 mmol) in dry THF (160 ml) at room temperature under argon. The mixture was stirred overnight and water (3.7 ml) added dropwise with caution. After 0.5 h 15% aqueous sodium hydroxide (3.7 ml) was added and the mixture stirred for 0.5 h, finally water (11 ml) was added and the mixture stirred for 0.5 h. The precipitate was removed by filtration through celite ... Reactants: C1(C(N2CCCC3=CC=CC1=C23)=O)=O (5,6-dihydro-4H-pyrrolo[3,2,1-ij]quinoline-1,2-dione), [N+](=O)(O)[O-] (nitric acid), ice water. Run at time 1 hour. Product: [N+](=O)([O-])C=1C=C2CCCN3C2=C(C1)C(C3=O)=O (8-Nitro-5,6-dihydro-4H-pyrrolo[3,2,1-ij]quinoline-1,2-dione). As a reaction SMILES: [C:1]1(=[O:14])[C:11]2=[C:12]3[C:7](=[CH:8][CH:9]=[CH:10]2)[CH2:6][CH2:5][CH2:4][N:3]3[C:2]1=[O:13].[N+:15]([O-])([OH:17])=[O:16]>>[N+:15]([C:9]1[CH:8]=[C:7]2[C:12]3=[C:11]([C:1](=[O:14])[C:2](=[O:13])[N:3]3[CH2:4][CH2:5][CH2:6]2)[CH:10]=1)([O-:17])=[O:16]. Procedure details: To a stirred fuming nitric acid (20 ml) at 0° C. was added 5,6-dihydro-4H-pyrrolo[3,2,1-ij]quinoline-1,2-dione (5 g) portionwise. The reaction mixture was stirred for additional one hour, poured into ice water and the resultant precipitate was collected by filtration. This precipitate was washed with water and dried to yield the title compound. The compound was recrystallized from ethanol-hexane to give 3.8 g (61%) as yellow needles, mp 198°-199° C. Run in C(C)O (ethanol). Reactants: ClC=1C(=C2C=C(C(OC2=CC1)C(F)(F)F)C(=O)O)OC1=CC=CC=C1 (6-chloro-5-phenoxy-2-(trifluoromethyl)-2H-chromene-3-carboxylic acid), [OH-].[Na+] (NaOH), resultant mixture. Procedure: A solution of 110 mg (0.297 mmole) of 6-chloro-5-phenoxy-2-(trifluoromethyl)-2H-chromene-3-carboxylic acid in 3.0 mL of ethanol was treated with 2.94 mL of 0.1008N NaOH. The resultant mixture was lyophilized to provide 116 mg (quant.) of an off-white solid: 1H NMR (CD3OD/400 MHz) 5.90 (q, 1H, J=7.2 Hz), 6.81 (d, 2H, J=8.3 Hz), 6.93 (d, 1H, J=8.9 Hz) 7.05 (t, 1H, J=7.5 Hz), 7.32 (t, 2H, J=8.6 Hz), 7.42 (d, 1H, J=8.9 H), 7.56 (s, 1H); MS (ES+) 371 (M+1, 100). Yields the product ClC=1C(=C2C=C(C(OC2=CC1)C(F)(F)F)C(=O)[O-])OC1=CC=CC=C1.[Na+] (Sodium 6-Chloro-5-phenoxy-2-(trifluoromethyl)-2H-chromene-3-carboxylate). RXN SMILES: [Cl:1][C:2]1[C:3]([O:19][C:20]2[CH:25]=[CH:24][CH:23]=[CH:22][CH:21]=2)=[C:4]2[C:9](=[CH:10][CH:11]=1)[O:8][CH:7]([C:12]([F:15])([F:14])[F:13])[C:6]([C:16]([OH:18])=[O:17])=[CH:5]2.[OH-].[Na+:27]>C(O)C>[Cl:1][C:2]1[C:3]([O:19][C:20]2[CH:25]=[CH:24][CH:23]=[CH:22][CH:21]=2)=[C:4]2[C:9](=[CH:10][CH:11]=1)[O:8][CH:7]([C:12]([F:15])([F:13])[F:14])[C:6]([C:16]([O-:18])=[O:17])=[CH:5]2.[Na+:27] |f:1.2,4.5|. Isolated yield 33.7%. The product is C(C)OC(C1=CC=C(C=C1)N=CC1=CC(=CC(=C1)OC)Br)=O (4-{[1-(3-bromo-5-methoxy-phenyl)-methylidene]-amino}-benzoic acid ethyl ester). Reaction SMILES: [CH2:1]([O:3][C:4](=[O:12])[C:5]1[CH:10]=[CH:9][C:8]([NH2:11])=[CH:7][CH:6]=1)[CH3:2].[Br:13][C:14]1[CH:15]=[C:16]([CH:19]=[C:20]([O:22][CH3:23])[CH:21]=1)[CH:17]=O>C(O)C>[CH2:1]([O:3][C:4](=[O:12])[C:5]1[CH:10]=[CH:9][C:8]([N:11]=[CH:17][C:16]2[CH:19]=[C:20]([O:22][CH3:23])[CH:21]=[C:14]([Br:13])[CH:15]=2)=[CH:7][CH:6]=1)[CH3:2]. Run in C(C)O (ethanol). Reactants: C(C)OC(C1=CC=C(C=C1)N)=O (4-amino-benzoic acid ethyl ester), BrC=1C=C(C=O)C=C(C1)OC (3-bromo-5-methoxy-benzaldehyde). Reported procedure: A mixture of 4-amino-benzoic acid ethyl ester (6.1 g, 36.9 mmol) and 3-bromo-5-methoxy-benzaldehyde (8.0 g, 36.9 mmol) in ethanol (100 mL) was prepared. The reaction mixture was heated to reflux for 2 hours. Then the reaction mixture cooled to room temperature. The solvent was removed in vacuo and the residue was washed with ether to afford 4-{[1-(3-bromo-5-methoxy-phenyl)-methylidene]-amino}-benzoic acid ethyl ester (4.5 g, 34%) as a white solid: LC/MS m/e calcd for C17H16BrNO3 M+: 362.2, obser... Starting materials: C(C)(C)(C)OC(=O)N1C(=NC2=C1C=CC(=C2)Cl)C(CCC(=O)O)NC(C2=CC(=C(C=C2)C(=O)N2CCCC2)C)=O (N-[1-(1-tert-butoxycarbonyl-5-chlorobenzimidazol-2-yl)-3-hydroxycarbonylpropyl]-3-methyl-4-(pyrrolidin-1-ylcarbonyl)benzamide), CN(C)C(=[N+](C)C)ON1C2=C(C=CC=C2)N=N1.[B-](F)(F)(F)F (TBTU), C(C)(C)N(CC)C(C)C (diisopropylethylamine), C(C)NCC (diethylamine), ClCl (chlorine), FC(C(=O)O)(F)F (trifluoroacetic acid), C28H34ClN5O3. The solvent is O1CCCC1 (tetrahydrofuran), C(C)(=O)OCC.C(C)O (ethyl acetate ethanol). Yields the product ClC1=CC2=C(NC(=N2)C(CCC(=O)N(CC)CC)NC(C2=CC(=C(C=C2)C(=O)N2CCCC2)C)=O)C=C1 (rac.-N-[1-(5-chloro-1H-benzimidazol-2-yl)-3-diethylaminocarbonylpropyl]-3-methyl-4-(pyrrolidin-1-ylcarbonyl)benzamide). Yield: 76.0%. As a reaction SMILES: C(OC([N:8]1[C:12]2[CH:13]=[CH:14][C:15]([Cl:17])=[CH:16][C:11]=2[N:10]=[C:9]1[CH:18]([NH:24][C:25](=[O:40])[C:26]1[CH:31]=[CH:30][C:29]([C:32]([N:34]2[CH2:38][CH2:37][CH2:36][CH2:35]2)=[O:33])=[C:28]([CH3:39])[CH:27]=1)[CH2:19][CH2:20][C:21](O)=[O:22])=O)(C)(C)C.CN(C(ON1N=NC2C=CC=CC1=2)=[N+](C)C)C.[B-](F)(F)(F)F.[CH:63]([N:66](C(C)C)[CH2:67][CH3:68])(C)[CH3:64].C(NCC)C.FC(F)(F)C(O)=O.ClCl>O1CCCC1.C(OCC)(=O)C.C(O)C>[Cl:17][C:15]1[CH:14]=[CH:13][C:12]2[NH:8][C:9]([CH:18]([NH:24][C:25](=[O:40])[C:26]3[CH:31]=[CH:30][C:29]([C:32]([N:34]4[CH2:35][CH2:36][CH2:37][CH2:38]4)=[O:33])=[C:28]([CH3:39])[CH:27]=3)[CH2:19][CH2:20][C:21]([N:66]([CH2:67][CH3:68])[CH2:63][CH3:64])=[O:22])=[N:10][C:11]=2[CH:16]=1 |f:1.2,8.9|. Reported procedure: Prepared analogously to Example 1g from N-[1-(1-tert-butoxycarbonyl-5-chlorobenzimidazol-2-yl)-3-hydroxycarbonylpropyl]-3-methyl-4-(pyrrolidin-1-ylcarbonyl)benzamide, TBTU, diisopropylethylamine, and diethylamine in tetrahydrofuran followed by treatment analogously to Example 17 with trifluoroacetic acid. Yield: 76%; Rf value: 0.16 (silica gel; ethyl acetate/ethanol=9:1); C28H34ClN5O3 (524.06); mass spectrum: (M+H)+=524/526 (chlorine isotope). RXN SMILES: [CH2:33]1[O:34][CH2:35][CH2:36][CH2:37]1.[CH3:1][O:2][C:3]([CH:4]([NH2:5])[c:6]1[cH:7][cH:8][c:9]([F:12])[cH:10][cH:11]1)([c:13]1[cH:14][cH:15][n:16][cH:17][cH:18]1)[O:19][CH3:20].[N:21](=[C:22]=[O:23])[CH2:24][CH2:25][CH2:26][c:27]1[cH:28][cH:29][cH:30][cH:31][cH:32]1>>[CH3:1][O:2][C:3]([CH:4]([NH:5][C:22]([NH:21][CH2:24][CH2:25][CH2:26][c:27]1[cH:28][cH:29][cH:30][cH:31][cH:32]1)=[O:23])[c:6]1[cH:7][cH:8][c:9]([F:12])[cH:10][cH:11]1)([c:13]1[cH:14][cH:15][n:16][cH:17][cH:18]1)[O:19][CH3:20]. Yields the product COC(OC)(c1ccncc1)C(NC(=O)NCCCc1ccccc1)c1ccc(F)cc1. Starting materials: C1CCOC1, COC(OC)(c1ccncc1)C(N)c1ccc(F)cc1, O=C=NCCCc1ccccc1.